From a dataset of the Open Reaction Database (ORD), a public repository of structured organic reaction records. describe an organic reaction: reactants, conditions, products, and yield The reactants are C(#C)C(O)C1=CC=2C(CCC(C2C=C1)(C)C)(C)C (α-ethynyl-5,6,7,8-tetrahydro-5,5,8,8-tetramethyl-2-naphthalenemethanol), BrC1=CC=C(C=C1)S(=O)(=O)C (4-bromophenylsulfonylmethane), sulfone. Yields the product OC(C#CC1=CC=C(C=C1)S(=O)(=O)C)C1=CC=2C(CCC(C2C=C1)(C)C)(C)C (4-[3-hydroxy-3-(5,6,7,8-tetrahydro-5,5,8,8-tetramethyl-2-naphthyl)-1-propynyl]phenylsulfonylmethane). As a reaction SMILES: [C:1]([CH:3]([C:5]1[CH:14]=[CH:13][C:12]2[C:11]([CH3:16])([CH3:15])[CH2:10][CH2:9][C:8]([CH3:18])([CH3:17])[C:7]=2[CH:6]=1)[OH:4])#[CH:2].Br[C:20]1[CH:25]=[CH:24][C:23]([S:26]([CH3:29])(=[O:28])=[O:27])=[CH:22][CH:21]=1>>[OH:4][CH:3]([C:5]1[CH:14]=[CH:13][C:12]2[C:11]([CH3:16])([CH3:15])[CH2:10][CH2:9][C:8]([CH3:18])([CH3:17])[C:7]=2[CH:6]=1)[C:1]#[C:2][C:20]1[CH:25]=[CH:24][C:23]([S:26]([CH3:29])(=[O:28])=[O:27])=[CH:22][CH:21]=1. Procedure: Following the basic procedure of Example 32, by reacting 1.21 g (5 mmol) of α-ethynyl-5,6,7,8-tetrahydro-5,5,8,8-tetramethyl-2-naphthalenemethanol with 1.18 g (5 mmol) of 4-bromophenylsulfonylmethane, 610 mg (31%) of the expected sulfone compound, with a melting point of 112°-113° C., were obtained. Reactants: COc1ccccc1OC, CCCCC, [Cl-], O=C(Cl)c1cc([N+](=O)[O-])ccc1Cl, Cl. RXN SMILES: [CH3:14][O:15][c:16]1[cH:17][cH:18][cH:19][cH:20][c:21]1[O:22][CH3:23].[CH3:26][CH2:27][CH2:28][CH2:29][CH3:30].[Cl-:24].[Cl:1][c:2]1[c:3]([C:4](=[O:5])[Cl:6])[cH:7][c:8]([N+:11](=[O:12])[O-:13])[cH:9][cH:10]1.[ClH:25]>>[Cl:1][c:2]1[c:3]([C:4](=[O:5])[c:19]2[cH:18][cH:17][c:16]([O:15][CH3:14])[c:21]([O:22][CH3:23])[cH:20]2)[cH:7][c:8]([N+:11](=[O:12])[O-:13])[cH:9][cH:10]1. Product: COc1ccc(C(=O)c2cc([N+](=O)[O-])ccc2Cl)cc1OC. Reactants: CN(C[C@@H](CC(=O)OCC1=CC=CC=C1)NS(=O)(=O)C1=CC(=C(C=C1)OCC)NC(=O)N1CCOCC1)C ((R)-benzyl 4-(dimethylamino)-3-(4-ethoxy-3-(morpholine-4-carboxamido)phenylsulfonamido)butanoate), CI (methyl iodide). Yields the product [I-].C(C1=CC=CC=C1)OC(C[C@H](C[N+](C)(C)C)NS(=O)(=O)C1=CC(=C(C=C1)OCC)NC(=O)N1CCOCC1)=O ((R)-4-(benzyloxy)-2-(4-ethoxy-3-(morpholine-4-carboxamido)phenylsulfonamido)-N,N,N-trimethyl-4-oxobutan-1-aminium iodide). RXN SMILES: [CH3:1][N:2]([CH3:38])[CH2:3][C@H:4]([NH:16][S:17]([C:20]1[CH:25]=[CH:24][C:23]([O:26][CH2:27][CH3:28])=[C:22]([NH:29][C:30]([N:32]2[CH2:37][CH2:36][O:35][CH2:34][CH2:33]2)=[O:31])[CH:21]=1)(=[O:19])=[O:18])[CH2:5][C:6]([O:8][CH2:9][C:10]1[CH:15]=[CH:14][CH:13]=[CH:12][CH:11]=1)=[O:7].[CH3:39][I:40]>>[I-:40].[CH2:9]([O:8][C:6](=[O:7])[CH2:5][C@@H:4]([NH:16][S:17]([C:20]1[CH:25]=[CH:24][C:23]([O:26][CH2:27][CH3:28])=[C:22]([NH:29][C:30]([N:32]2[CH2:33][CH2:34][O:35][CH2:36][CH2:37]2)=[O:31])[CH:21]=1)(=[O:18])=[O:19])[CH2:3][N+:2]([CH3:39])([CH3:1])[CH3:38])[C:10]1[CH:15]=[CH:14][CH:13]=[CH:12][CH:11]=1 |f:2.3|. Reported procedure: According to the method described in example S72b, (R)-benzyl 4-(dimethylamino)-3-(4-ethoxy-3-(morpholine-4-carboxamido)phenylsulfonamido)butanoate was reacted with methyl iodide to give the title compound as a white solid in quantitative yield. MS ESI 563.3 [M+H]+, calcd for [C27H38N4O7S+H]+ 563.25 The reactants are C(Cl)Cl.CO (CH2Cl2 methanol), O=C1N(C(C2=CC=CC=C12)=O)C(C(C(=O)OCC)O)CC1=CC=CC=C1 (ethyl 3-(1,3-dioxo -1,3-dihydroisoindol-2-yl)-2-hydroxy-4-phenylbutyrate), solution, CN (methylamine). The solvent is C(C)O (ethanol), C(C)O (ethanol). Yields the product N[C@H]([C@@H](C(=O)OCC)O)CC1=CC=CC=C1 (ethyl (2S,3S)-3-amino-2-hydroxy-4-phenylbutyrate). Yield: 82.0%. Reaction SMILES: O=C1C2C(=CC=CC=2)C(=O)[N:3]1[CH:12]([CH2:20][C:21]1[CH:26]=[CH:25][CH:24]=[CH:23][CH:22]=1)[CH:13]([OH:19])[C:14]([O:16][CH2:17][CH3:18])=[O:15].CN.C(Cl)Cl.CO>C(O)C>[NH2:3][C@@H:12]([CH2:20][C:21]1[CH:22]=[CH:23][CH:24]=[CH:25][CH:26]=1)[C@H:13]([OH:19])[C:14]([O:16][CH2:17][CH3:18])=[O:15] |f:2.3|. Procedure: Analogously to Example 23, by reacting a solution of 10.42 g of a 95:5 mixture of the (2S,3S) and (2R,3S) isomers of ethyl 3-(1,3-dioxo -1,3-dihydroisoindol-2-yl)-2-hydroxy-4-phenylbutyrate (Example 20) in 10 ml of ethanol with 5.9 ml of a 33% solution of methylamine in ethanol there are obtained 5.39 g (82%) of ethyl (2S,3S)-3-amino-2-hydroxy-4-phenylbutyrate, TLC (SiO2, CH2Cl2 /methanol 10:1, UV254): Rf =0.34. Reactants: OCCCN1N=CC(=C1)C=1C=CC(=C2C(N(CC12)C)=O)NC1=NC(=NC=C1C(F)(F)F)NC1=C(C=C(CP(OCC)(OCC)=O)C=C1)OC (diethyl (4-{[4-({7-[1-(3-hydroxypropyl)-1H-pyrazol-4-yl]-2-methyl-3-oxo-2,3-dihydro-1H-isoindol-4-yl}amino)-5-(trifluoromethyl)pyrimidin-2-yl]amino}-3-methoxybenzyl)phosphonate), ClC1=NC(=NC=C1C(F)(F)F)NC1=C(C=C(CCCCP(OCC)=O)C=C1)OC (ethyl (4-{[4-chloro-5-(trifluoromethyl)pyrimidin-2-yl]amino}-3-methoxybenzyl)propylphosphinate), ClC1=NC(=NC=C1C(F)(F)F)NC1=C(C=C(CCCCP(OCC)=O)C=C1)OC (ethyl (4-{[4-chloro-5-(trifluoromethyl)pyrimidin-2-yl]amino}-3-methoxybenzyl)propylphosphinate), NC=1C(=NC(=CC1)Br)C(=O)NC (3-amino-6-bromo-N-methylpyridine-2-carboxamide), OP1(OCCCN2N=CC(C3=NC(=C(NC4=C(C=NC(NC5=C(C=C(C1)C=C5)OC)=N4)C(F)(F)F)C=C3)C(=O)NC)=C2)=O (10-hydroxy-14-methoxy-N-methyl-20-(trifluoromethyl)-9-oxa-4,5,16,18,22,25,28-heptaaza-10-phosphapentacyclo[21.2.2.212,15.12,5.117,21]hentriaconta-1(25),2(31),3,12,14,17(28),18,20,23,26,29-undecaene-24-carboxamide 10-oxide). Product: BrC1=CC=C(C(=N1)C(NC)=O)NC1=NC(=NC=C1C(F)(F)F)NC1=C(C=C(CCCCP(OCC)=O)C=C1)OC (Ethyl (4-{[4-{[6-bromo-2-(methylcarbamoyl)pyridin-3-yl]amino}-5-(trifluoromethyl)pyrimidin-2-yl]amino}-3-methoxybenzyl)propylphosphinate). RXN SMILES: OCCCN1C=C(C2C=CC(NC3C(C(F)(F)F)=CN=C(NC4C=CC(CP(=O)(OCC)OCC)=CC=4OC)N=3)=C3C=2CN(C)C3=O)C=N1.[NH2:50][C:51]1[C:52]([C:58]([NH:60][CH3:61])=[O:59])=[N:53][C:54]([Br:57])=[CH:55][CH:56]=1.OP1(=O)CC2C=CC(=C(OC)C=2)NC2=NC(=C(C(F)(F)F)C=N2)NC2C=CC(=NC=2C(NC)=O)C2=CN(N=C2)CCCO1.Cl[C:106]1[C:111]([C:112]([F:115])([F:114])[F:113])=[CH:110][N:109]=[C:108]([NH:116][C:117]2[CH:131]=[CH:130][C:120]([CH2:121][CH2:122][CH2:123][CH2:124][PH:125](=[O:129])[O:126][CH2:127][CH3:128])=[CH:119][C:118]=2[O:132][CH3:133])[N:107]=1>>[Br:57][C:54]1[N:53]=[C:52]([C:58](=[O:59])[NH:60][CH3:61])[C:51]([NH:50][C:110]2[C:111]([C:112]([F:113])([F:115])[F:114])=[CH:106][N:107]=[C:108]([NH:116][C:117]3[CH:131]=[CH:130][C:120]([CH2:121][CH2:122][CH2:123][CH2:124][PH:125](=[O:129])[O:126][CH2:127][CH3:128])=[CH:119][C:118]=3[O:132][CH3:133])[N:109]=2)=[CH:56][CH:55]=1. Procedure details: Prepared analogously to Compound 1B replacing Compound 1C with compound 6D and Compound 1 E with ethyl (4-{[4-chloro-5-(trifluoromethyl)pyrimidin-2-yl]amino}-3-methoxybenzyl)propylphosphinate (Compound 37C). 1H NMR (CDCl3, 400 MHz): δ 12.25 (s, 1H), 9.05 (d, J=8.8 Hz, 1H), 8.43 (s, 1H), 8.10 (d, J=4.8 Hz, 2H), 7.69 (br. s., 1H), 7.51 (d, J=8.8 Hz, 1H), 6.94 (t, J=1.8 Hz, 1H), 6.82 (td, J=1.8, 8.2 Hz, 1H), 3.98-4.13 (m, 2H), 3.92 (s, 3H), 3.13 (d, J=16.4 Hz, 2H), 3.05 (d, J=5.3 Hz, 3H), 1.62-1.68... The reactants are CC(=O)N1CCc2cc(S(=O)(=O)C[N+](=O)[O-])ccc21, O=C([O-])O, CCO, Cl, [Na+]. Product: O=[N+]([O-])CS(=O)(=O)c1ccc2c(c1)CCN2. Reaction SMILES: [C:1](=[O:2])([CH3:3])[N:4]1[CH2:5][CH2:6][c:7]2[cH:8][c:9]([S:13](=[O:14])(=[O:15])[CH2:16][N+:17](=[O:18])[O-:19])[cH:10][cH:11][c:12]21.[C:21](=[O:22])([O-:23])[OH:24].[CH3:26][CH2:27][OH:28].[ClH:20].[Na+:25]>>[NH:4]1[CH2:5][CH2:6][c:7]2[cH:8][c:9]([S:13](=[O:14])(=[O:15])[CH2:16][N+:17](=[O:18])[O-:19])[cH:10][cH:11][c:12]21.